Dataset: the Open Reaction Database (ORD), a public repository of structured organic reaction records. Task: describe an organic reaction: reactants, conditions, products, and yield Reactants: BrB(Br)Br, COc1cc(OC)c2c(c1)SCC1C2(C)CCC2C(C)(C)CCCC21C, ClCCl. The product is COc1cc(O)cc2c1C1(C)CCC3C(C)(C)CCCC3(C)C1CS2. RXN SMILES: [B:27]([Br:28])([Br:29])[Br:30].[CH3:1][O:2][c:3]1[c:4]2[c:17]([cH:18][c:19]([O:21][CH3:22])[cH:20]1)[S:16][CH2:15][CH:14]1[C:5]2([CH3:26])[CH2:6][CH2:7][CH:8]2[C:9]([CH3:24])([CH3:25])[CH2:10][CH2:11][CH2:12][C:13]21[CH3:23].[Cl:31][CH2:32][Cl:33]>>[CH3:1][O:2][c:3]1[c:4]2[c:17]([cH:18][c:19]([OH:21])[cH:20]1)[S:16][CH2:15][CH:14]1[C:5]2([CH3:26])[CH2:6][CH2:7][CH:8]2[C:9]([CH3:24])([CH3:25])[CH2:10][CH2:11][CH2:12][C:13]21[CH3:23]. Starting materials: N(=[N+]=[N-])C[C@H](C1=CC=CC=C1)NC(=O)C1=C(SC=C1)NC1=C2C(=NC=C1)NC=C2 (2-(1H-Pyrrolo[2,3-b]pyridin-4-ylamino)-thiophene-3-carboxylic acid ((S)-2-azido-1-phenyl-ethyl)-amide), [H][H] (hydrogen). The reagents and catalysts are [Pd] (Pd/C). The solvent is CO (methanol). Yields the product NC[C@H](C1=CC=CC=C1)NC(=O)C1=C(SC=C1)NC1=C2C(=NC=C1)NC=C2 (2-(1H-Pyrrolo[2,3-b]pyridin-4-ylamino)-thiophene-3-carboxylic acid ((S)-2-amino-1-phenyl-ethyl)-amide). The yield is 92.7%. As a reaction SMILES: [N:1]([CH2:4][C@@H:5]([NH:12][C:13]([C:15]1[CH:19]=[CH:18][S:17][C:16]=1[NH:20][C:21]1[CH:26]=[CH:25][N:24]=[C:23]2[NH:27][CH:28]=[CH:29][C:22]=12)=[O:14])[C:6]1[CH:11]=[CH:10][CH:9]=[CH:8][CH:7]=1)=[N+]=[N-].[H][H]>CO.[Pd]>[NH2:1][CH2:4][C@@H:5]([NH:12][C:13]([C:15]1[CH:19]=[CH:18][S:17][C:16]=1[NH:20][C:21]1[CH:26]=[CH:25][N:24]=[C:23]2[NH:27][CH:28]=[CH:29][C:22]=12)=[O:14])[C:6]1[CH:11]=[CH:10][CH:9]=[CH:8][CH:7]=1. Reported procedure: To a solution of 2-(1H-Pyrrolo[2,3-b]pyridin-4-ylamino)-thiophene-3-carboxylic acid ((S)-2-azido-1-phenyl-ethyl)-amide (40 mg, 0.1 mmol), 5% Pd/C (cat) in methanol (5 mL) was subjected to an atmosphere of hydrogen (balloon). After completion the solution was filtered and concentrated in vacuo. The residue was purified by ISCO Companion (silica, 10% methanol, methylene chloride, 1% ammonium hydroxide) to afford 2-(1H-Pyrrolo[2,3-b]pyridin-4-ylamino)-thiophene-3-carboxylic acid ((S)-2-amino-1-phen... The reactants are ClC(=CCCl)Cl (1,1,3-trichloro-1-propene), crude product, FC(C1=C(C=CC(=C1)OC1=CC(=CC=C1)OCC)O)(F)F (2-trifluoromethyl-4-(3-ethoxyphenoxy)phenol), ice water. Run in CN(C=O)C (N,N-dimethylformamide), [H-].[Na+] (sodium hydride). Reaction conditions: time 10 minute. The product is FC(C1=C(C=CC(=C1)OC1=CC(=CC=C1)OCC)OCC=C(Cl)Cl)(F)F (2-trifluoromethyl-4-(3-ethoxyphenoxy)-1-(3,3-dichloro-2-propenyloxy)benzene). The yield is 61.6%. RXN SMILES: [F:1][C:2]([F:21])([F:20])[C:3]1[CH:8]=[C:7]([O:9][C:10]2[CH:15]=[CH:14][CH:13]=[C:12]([O:16][CH2:17][CH3:18])[CH:11]=2)[CH:6]=[CH:5][C:4]=1[OH:19].[Cl:22][C:23]([Cl:27])=[CH:24][CH2:25]Cl>[H-].[Na+].CN(C)C=O>[F:1][C:2]([F:20])([F:21])[C:3]1[CH:8]=[C:7]([O:9][C:10]2[CH:15]=[CH:14][CH:13]=[C:12]([O:16][CH2:17][CH3:18])[CH:11]=2)[CH:6]=[CH:5][C:4]=1[O:19][CH2:25][CH:24]=[C:23]([Cl:27])[Cl:22] |f:2.3|. Procedure details: To a solution prepared by dissolving 0.44 g of 2-trifluoromethyl-4-(3-ethoxyphenoxy)phenol in 10 ml of N,N-dimethylfonnamide, 0.062 g of sodium hydride (60% oil-based) was added with stirring under ice cooling. After 10 minutes, a solution prepared by dissolving 0.24 g of 1,1,3-trichloro-1-propene in 5 ml of N,N-dimethylformamide was added dropwise under ice cooling. After stirring at room temperature for 10 hours, the reaction solution was poured into ice-water, and extracted twice with 50 ml o... The reactants are C(C)(C)(C)O (tert-butanol), FC(C(=O)O)(F)F (trifluoroacetic acid), C(C)(C)(C)OC(C(C)(C)SC=1SC=C(N1)CCN(CCCCCCC)C1=NC=C(C=N1)Br)=O (2-[(4-{2-[(5-bromopyrimidin-2-yl)(heptyl)amino]ethyl}-1,3-thiazol-2-yl)thio]-2-methylpropionic acid tert-butyl ester), Cl.CNC (dimethylamine hydrochloride). Solvent: ClCCl (dichloromethane). Product: FC(C(=O)O)(F)F.CN(C=1C=NC(=NC1)N(CCC=1N=C(SC1)SC(C(=O)O)(C)C)CCCCCCC)C (2-[(4-{2-[[5-(dimethylamino)pyrimidin-2-yl](heptyl)amino]ethyl}-1,3-thiazol-2-yl)thio]-2-methylpropionic acid trifluoroacetate). Reaction SMILES: C([O:5][C:6](=[O:33])[C:7]([S:10][C:11]1[S:12][CH:13]=[C:14]([CH2:16][CH2:17][N:18]([C:26]2[N:31]=[CH:30][C:29](Br)=[CH:28][N:27]=2)[CH2:19][CH2:20][CH2:21][CH2:22][CH2:23][CH2:24][CH3:25])[N:15]=1)([CH3:9])[CH3:8])(C)(C)C.Cl.[CH3:35][NH:36][CH3:37].C(O)(C)(C)C.[F:43][C:44]([F:49])([F:48])[C:45]([OH:47])=[O:46]>ClCCl>[F:43][C:44]([F:49])([F:48])[C:45]([OH:47])=[O:46].[CH3:35][N:36]([CH3:37])[C:29]1[CH:30]=[N:31][C:26]([N:18]([CH2:19][CH2:20][CH2:21][CH2:22][CH2:23][CH2:24][CH3:25])[CH2:17][CH2:16][C:14]2[N:15]=[C:11]([S:10][C:7]([CH3:9])([CH3:8])[C:6]([OH:5])=[O:33])[S:12][CH:13]=2)=[N:27][CH:28]=1 |f:1.2,6.7|. Procedure details: A compound obtained using 2-[(4-{2-[(5-bromopyrimidin-2-yl)(heptyl)amino]ethyl}-1,3-thiazol-2-yl)thio]-2-methylpropionic acid tert-butyl ester synthesized in Example 442-1 and dimethylamine hydrochloride as starting materials and by an operation similar to that of Example 442-2 (solvent was changed to tert-butanol) was treated with dichloromethane and trifluoroacetic acid. The reaction solution was concentrated under reduced pressure, and the residue was purified by silica gel chromatography (el... Reactants: CCCCCCCCCCCCCCCCCC(=O)Cl, CC(=O)O, OC1CNC1, c1ccncc1. Yields the product CCCCCCCCCCCCCCCCCC(=O)N1CC(O)C1. As a reaction SMILES: [C:10]([CH2:11][CH2:12][CH2:13][CH2:14][CH2:15][CH2:16][CH2:17][CH2:18][CH2:19][CH2:20][CH2:21][CH2:22][CH2:23][CH2:24][CH2:25][CH2:26][CH3:27])(=[O:28])[Cl:29].[C:1]([OH:2])(=[O:3])[CH3:4].[OH:5][CH:6]1[CH2:7][NH:8][CH2:9]1.[cH:30]1[cH:31][cH:32][n:33][cH:34][cH:35]1>>[OH:5][CH:6]1[CH2:7][N:8]([C:10]([CH2:11][CH2:12][CH2:13][CH2:14][CH2:15][CH2:16][CH2:17][CH2:18][CH2:19][CH2:20][CH2:21][CH2:22][CH2:23][CH2:24][CH2:25][CH2:26][CH3:27])=[O:28])[CH2:9]1. Reactants: C(C)(C)(C)O[C@H](C(=O)O)C=1C(=C2C=CC(=NC2=CC1Cl)C)C1=CC=C(C=C1)Cl ((S)-2-tert-butoxy-2-(7-chloro-5-(4-chlorophenyl)-2-methylquinolin-6-yl)acetic acid), C(C)(C)(C)O[C@H](CO)C=1C(=C2C=CC(=NC2=CC1C)C)C1=CC=C(C=C1)Cl ((S)-2-tert-butoxy-2-(5-(4-chlorophenyl)-2,7-dimethylquinolin-6-yl)ethanol). The product is C(C)(C)(C)O[C@H](C(=O)O)C=1C(=C2C=CC(=NC2=CC1C)C)C1=CC=C(C=C1)Cl ((S)-2-tert-butoxy-2-(5-(4-chlorophenyl)-2,7-dimethylquinolin-6-yl)acetic acid). As a reaction SMILES: [C:1]([O:5][C@@H:6]([C:10]1[C:11]([C:22]2[CH:27]=[CH:26][C:25]([Cl:28])=[CH:24][CH:23]=2)=[C:12]2[C:17](=[CH:18][C:19]=1Cl)[N:16]=[C:15]([CH3:21])[CH:14]=[CH:13]2)[C:7]([OH:9])=[O:8])([CH3:4])([CH3:3])[CH3:2].[C:29](O[C@@H](C1C(C2C=CC(Cl)=CC=2)=C2C(=CC=1C)N=C(C)C=C2)CO)(C)(C)C>>[C:1]([O:5][C@@H:6]([C:10]1[C:11]([C:22]2[CH:23]=[CH:24][C:25]([Cl:28])=[CH:26][CH:27]=2)=[C:12]2[C:17](=[CH:18][C:19]=1[CH3:29])[N:16]=[C:15]([CH3:21])[CH:14]=[CH:13]2)[C:7]([OH:9])=[O:8])([CH3:2])([CH3:4])[CH3:3]. Procedure details: (S)-2-tert-butoxy-2-(5-(4-chlorophenyl)-2,7-dimethylquinolin-6-yl)acetic acid (2K) was prepared following the procedure used to prepare compound 1L of Example 1, except that (S)-2-tert-butoxy-2-(5-(4-chlorophenyl)-2,7-dimethylquinolin-6-yl)ethanol (2J) was used instead of compound 1K. 1H-NMR 300 MHz, (CD3OD) δ 8.31 (d, 1H), 7.97 (s, 1H), 7.73 (d, 1H), 7.70-7.60 (m, 3H), 7.42-7.38 (m, 1H), 5.25 (s, 1H), 2.96 (s, 3H), 2.78 (s, 3H), 0.98 (s, 9H); LCMS-ESI+ (m/z): [M+H]+ calcd for C23H25ClNO3: 398.9... Reactants: OCCC(=O)OCC1=CC=CC=C1 (benzyl 3-hydroxypropanoate), C1CC=COC1 (DHP), CC1=CC=C(C=C1)S(=O)(=O)[O-].C1=CC=[NH+]C=C1 (PPTS). Solvent: ClCCl (dichloromethane). Run at temperature 40 celsius, time 3 day. Product: O1C(CCCC1)OCCC(=O)OCC1=CC=CC=C1 (benzyl 3-(tetrahydro-2H-pyran-2-yloxy)propanoate). Yield: 88.1%. RXN SMILES: [OH:1][CH2:2][CH2:3][C:4]([O:6][CH2:7][C:8]1[CH:13]=[CH:12][CH:11]=[CH:10][CH:9]=1)=[O:5].[CH2:14]1[CH2:19][O:18][CH:17]=[CH:16][CH2:15]1.CC1C=CC(S([O-])(=O)=O)=CC=1.C1C=C[NH+]=CC=1>ClCCl>[O:18]1[CH2:19][CH2:14][CH2:15][CH2:16][CH:17]1[O:1][CH2:2][CH2:3][C:4]([O:6][CH2:7][C:8]1[CH:13]=[CH:12][CH:11]=[CH:10][CH:9]=1)=[O:5] |f:2.3|. Procedure details: To a mixture of benzyl 3-hydroxypropanoate (2.041 g, 11.34 mmol) and DHP (1.428 g, 17.01 mmol, Alfa) in 30 mL of dichloromethane was added PPTS (0.283 g, 1.13 mmol, Aldrich) slowly. After stirring at 40° C. for 3 days, the reaction mixture was concentrated in vacuo, and the residue was purified by a silica gel column chromatography (PE: EtOAc=20:1) to afford the title compound as pale yellow oil (2.64 g, 88.3%). Starting materials: Brc1cccc(Br)c1, CCc1ccc(C=O)s1, [Li]CCCC, [Cl-], [NH4+], C1CCOC1. The product is CCc1ccc(C(O)c2cccc(Br)c2)s1. As a reaction SMILES: [Br:1][c:2]1[cH:3][cH:4][cH:5][c:6]([Br:7])[cH:8]1.[CH2:14]([CH3:15])[c:16]1[cH:17][cH:18][c:19]([CH:21]=[O:22])[s:20]1.[CH2:9]([Li:10])[CH2:11][CH2:12][CH3:13].[Cl-:23].[NH4+:24].[O:25]1[CH2:26][CH2:27][CH2:28][CH2:29]1>>[c:2]1([CH:21]([c:19]2[cH:18][cH:17][c:16]([CH2:14][CH3:15])[s:20]2)[OH:22])[cH:3][cH:4][cH:5][c:6]([Br:7])[cH:8]1. RXN SMILES: [CH2:1]([O:3][C:4]1[CH:5]=[C:6]([CH2:13][C:14]([OH:16])=O)[CH:7]=[CH:8][C:9]=1[O:10][CH2:11][CH3:12])[CH3:2].C1C=CC2N(O)N=NC=2C=1.C(Cl)CCl.O[NH:32][C:33]([C:35]1[CH:43]=[CH:42][CH:41]=[C:40]2[C:36]=1[CH2:37][CH2:38][C@H:39]2[NH:44][C:45](=[O:51])[O:46][C:47]([CH3:50])([CH3:49])[CH3:48])=[NH:34]>CN(C=O)C.C([O-])(O)=O.[Na+]>[CH2:1]([O:3][C:4]1[CH:5]=[C:6]([CH:7]=[CH:8][C:9]=1[O:10][CH2:11][CH3:12])[CH2:13][C:14]1[O:16][N:34]=[C:33]([C:35]2[CH:43]=[CH:42][CH:41]=[C:40]3[C:36]=2[CH2:37][CH2:38][C@H:39]3[NH:44][C:45](=[O:51])[O:46][C:47]([CH3:49])([CH3:48])[CH3:50])[N:32]=1)[CH3:2] |f:5.6|. Reported procedure: Prepared using General Procedure 2. A solution of 2-(3,4-diethoxyphenyl)acetic acid (150.0 mg, 0.67 mmol) in DMF (3 mL) was treated with HOBt (164.8 mg, 1.22 mmol) and EDC (172.7 mg, 0.9 mmol) at room temperature. The reaction was stirred for 2 h until the complete formation of the HOBt-acid complex. (R)-tert-butyl 4-(N-hydroxycarbamimidoyl)-2,3-dihydro-1H-inden-1-ylcarbamate INT-54 (233.8 mg, 0.8 mmol) was added and stirred at room temperature for 2 h and then mixture was heated to 80° C. for 1... Conditions: temperature 80 celsius, time 2 hour. Reactants: C(C)OC=1C=C(C=CC1OCC)CC(=O)O (2-(3,4-diethoxyphenyl)acetic acid), C=1C=CC2=C(C1)N=NN2O (HOBt), C(CCl)Cl (EDC), ONC(=N)C1=C2CC[C@H](C2=CC=C1)NC(OC(C)(C)C)=O ((R)-tert-butyl 4-(N-hydroxycarbamimidoyl)-2,3-dihydro-1H-inden-1-ylcarbamate). The product is C(C)OC=1C=C(CC2=NC(=NO2)C2=C3CC[C@H](C3=CC=C2)NC(OC(C)(C)C)=O)C=CC1OCC ((R)-tert-butyl 4-(5-(3,4-diethoxybenzyl)-1,2,4-oxadiazol-3-yl)-2,3-dihydro-1H-inden-1-ylcarbamate). Solvent: CN(C)C=O (DMF), C(=O)(O)[O-].[Na+] (NaHCO3). Reactants: [N+](=O)([O-])[O-].[NH4+].[Ce+4].[N+](=O)([O-])[O-].[N+](=O)([O-])[O-].[N+](=O)([O-])[O-].[N+](=O)([O-])[O-] (cerium(IV) ammonium nitrate), COC1=CC=C(CN2C(C3(CC(C2=O)C3)C3=CC=CC=C3)=O)C=C1 (3-(4-methoxybenzyl)-1-phenyl-3-azabicyclo[3.1.1]heptane-2,4-dione), O (water). Solvent: C(C)#N (acetonitrile), C(C)#N (acetonitrile). Reaction conditions: time 1 hour. Yields the product C1(=CC=CC=C1)C12C(NC(C(C1)C2)=O)=O (1-Phenyl-3-azabicyclo[3.1.1]heptane-2,4-dione). RXN SMILES: [N+]([O-])([O-])=O.[NH4+].[Ce+4].[N+]([O-])([O-])=O.[N+]([O-])([O-])=O.[N+]([O-])([O-])=O.[N+]([O-])([O-])=O.COC1C=CC(C[N:30]2[C:35](=[O:36])[CH:34]3[CH2:37][C:32]([C:38]4[CH:43]=[CH:42][CH:41]=[CH:40][CH:39]=4)([CH2:33]3)[C:31]2=[O:44])=CC=1.O>C(#N)C>[C:38]1([C:32]23[CH2:33][CH:34]([CH2:37]2)[C:35](=[O:36])[NH:30][C:31]3=[O:44])[CH:39]=[CH:40][CH:41]=[CH:42][CH:43]=1 |f:0.1.2.3.4.5.6|. Procedure details: A solution of 344 g of cerium(IV) ammonium nitrate in 1.1 1 of acetonitrile is added dropwise to a stirred solution of 53 g of 3-(4-methoxybenzyl)-1-phenyl-3-azabicyclo[3.1.1]heptane-2,4-dione in 560 ml of acetonitrile at room temperature. After 1 hour, 515 ml of water are added and the mixture is stirred for 2 hours. It is concentrated to half the volume by distilling off the acetonitrile and is then diluted with 1 1 of water. The product which has precipitated is filtered off with suction, was...